Dataset: the Open Reaction Database (ORD), a public repository of structured organic reaction records. Task: describe an organic reaction: reactants, conditions, products, and yield Reactants: C(C1=CC=CC=C1)N1C[C@H]([C@@H](C1)C1=CC(=CC=C1)OC)C=O (Trans-1-benzyl-4-(3-methoxyphenyl)pyrrolidine-3-carbaldehyde), O(C(C)(C)C)C(=O)C=P(C1=CC=CC=C1)(C1=CC=CC=C1)C1=CC=CC=C1 (t-butoxylcarbonylmethylenetriphenylphosphorane), C1(=CC=CC=C1)C (toluene). The product is C(C1=CC=CC=C1)N1C[C@H]([C@@H](C1)C1=CC(=CC=C1)OC)/C=C/C(=O)OC(C)(C)C ((E)-tert-Butyl 3-(trans-1-benzyl-4-(3-methoxyphenyl)pyrrolidin-3-yl)acrylate). As a reaction SMILES: C([N:8]1[CH2:12][C@@H:11]([C:13]2[CH:18]=[CH:17][CH:16]=[C:15]([O:19][CH3:20])[CH:14]=2)[C@H:10]([CH:21]=O)[CH2:9]1)C1C=CC=CC=1.[O:23]([C:28]([CH:30]=P(C1C=CC=CC=1)(C1C=CC=CC=1)C1C=CC=CC=1)=[O:29])[C:24]([CH3:27])([CH3:26])[CH3:25].[C:50]1([CH3:56])[CH:55]=[CH:54][CH:53]=[CH:52][CH:51]=1>>[CH2:56]([N:8]1[CH2:12][C@@H:11]([C:13]2[CH:18]=[CH:17][CH:16]=[C:15]([O:19][CH3:20])[CH:14]=2)[C@H:10](/[CH:21]=[CH:30]/[C:28]([O:23][C:24]([CH3:27])([CH3:26])[CH3:25])=[O:29])[CH2:9]1)[C:50]1[CH:55]=[CH:54][CH:53]=[CH:52][CH:51]=1. Reported procedure: A mixture of Example 261C (1.86 g, 6.3 mmol) and t-butoxylcarbonylmethylenetriphenylphosphorane (2.37 g, 6.3 mmol) in toluene (15 mL) was heated at 110° C. for 1 hour. The volatiles were removed and the crude material was purified by silica gel column chromatography eluting with hexanes and ethyl acetate (3:1) to afford the title compound. 1H NMR (300 MHz, DMSO-d6) δ ppm 7.32 (m, 4H), 7.25 (m, 1H), 7.18 (d, J=8.4 Hz, 1H), 6.85 (m, 2H), 6.76 (d, J=15.3 Hz, 1H), 5.69-5.61 (m, 1H), 3.73 (s, 3H), 3.... Reactants: solid, BrC1=CC(=CC=2C=C3N(C12)CCCNC3=O)C#N (7-bromo-1-oxo-2,3,4,5-tetrahydro-[1,4]diazepino[1,2-a]indole-9-carbonitrile), BrC1=CC(=CC=2C=C3N(C12)CCCNC3=O)C#N (7-bromo-1-oxo-2,3,4,5-tetrahydro-[1,4]diazepino[1,2-a]indole-9-carbonitrile), FC1=CC=C(C=C1)B(O)O (4-fluoro-phenylboronic acid). Product: FC1=CC=C(C=C1)C1=CC(=CC=2C=C3N(C12)CCCNC3=O)C#N (7-(4-Fluorophenyl)-1-oxo-2,3,4,5-tetrahydro-[1,4]diazepino[1,2-a]indole-9-carbonitrile). Reaction SMILES: Br[C:2]1[C:10]2[N:9]3[CH2:11][CH2:12][CH2:13][NH:14][C:15](=[O:16])[C:8]3=[CH:7][C:6]=2[CH:5]=[C:4]([C:17]#[N:18])[CH:3]=1.[F:19][C:20]1[CH:25]=[CH:24][C:23](B(O)O)=[CH:22][CH:21]=1>>[F:19][C:20]1[CH:25]=[CH:24][C:23]([C:2]2[C:10]3[N:9]4[CH2:11][CH2:12][CH2:13][NH:14][C:15](=[O:16])[C:8]4=[CH:7][C:6]=3[CH:5]=[C:4]([C:17]#[N:18])[CH:3]=2)=[CH:22][CH:21]=1. Procedure: The title compound, light grey solid (75 mg, 94%), MS (ISP) m/z=320.4 [(M+H)+], mp 230° C., was prepared in accordance with the general method of example 1 from 7-bromo-1-oxo-2,3,4,5-tetrahydro-[1,4]diazepino[1,2-a]indole-9-carbonitrile (intermediate 20) (76.0 mg, 0.25 mmol) and commercially available 4-fluoro-phenylboronic acid (45.5 mg, 0.325 mmol). Reactants: ClC=1N=C2N(C=C(C=C2)F)C1I (2-Chloro-6-fluoro-3-iodoimidazo[1,2-a]pyridine), CB(O)O (methyl boronic acid), C([O-])([O-])=O.[Cs+].[Cs+] (cesium carbonate), C1(=CC=CC=C1)P(C1=CC=CC=C1)C1=CC=CC=C1 (triphenyl phosphine). Reagents/catalysts: C(C)(=O)[O-].[Pd+2].C(C)(=O)[O-] (palladium acetate). Solvent: O1CCCC1 (tetrahydrofuran). Conditions: temperature 100 celsius. The product is ClC=1N=C2N(C=C(C=C2)F)C1C (2-Chloro-6-fluoro-3-methylimidazo[1,2-a]pyridine). RXN SMILES: [Cl:1][C:2]1[N:3]=[C:4]2[CH:9]=[CH:8][C:7]([F:10])=[CH:6][N:5]2[C:11]=1I.[CH3:13]B(O)O.C(=O)([O-])[O-].[Cs+].[Cs+].C1(P(C2C=CC=CC=2)C2C=CC=CC=2)C=CC=CC=1>O1CCCC1.C([O-])(=O)C.[Pd+2].C([O-])(=O)C>[Cl:1][C:2]1[N:3]=[C:4]2[CH:9]=[CH:8][C:7]([F:10])=[CH:6][N:5]2[C:11]=1[CH3:13] |f:2.3.4,7.8.9|. Procedure details: A mixture of the title compound from Example 3 Step A (0.500 g, 1.69 mmol), palladium acetate (0.038 g, 0.169 mmol), methyl boronic acid (0.202 g, 3.37 mmol), cesium carbonate (1.65 g, 5.06 mmol) and triphenyl phosphine (0.088 g, 0.337 mmol) in tetrahydrofuran (8.43 mL) was heated in a sealed tube at 100° C. for 18 hours. The mixture was then cooled to room temperature, filtered, and concentrated under reduced pressure. Purification by flash chromatography on silica gel (0-20% ethyl acetate in h... Reactants: [BH4-], CCN1CCN(c2ccc(C=O)cc2)CC1, CCO, [Na+]. The product is CCN1CCN(c2ccc(CO)cc2)CC1. Reaction SMILES: [BH4-:17].[CH2:1]([CH3:2])[N:3]1[CH2:4][CH2:5][N:6]([c:9]2[cH:10][cH:11][c:12]([CH:13]=[O:14])[cH:15][cH:16]2)[CH2:7][CH2:8]1.[CH3:19][CH2:20][OH:21].[Na+:18]>>[CH2:1]([CH3:2])[N:3]1[CH2:4][CH2:5][N:6]([c:9]2[cH:10][cH:11][c:12]([CH2:13][OH:14])[cH:15][cH:16]2)[CH2:7][CH2:8]1.